This data is from the Open Reaction Database (ORD), a public repository of structured organic reaction records. The task is: describe an organic reaction: reactants, conditions, products, and yield Starting materials: BrC(Br)(Br)Br, ClCCl, CCCc1cc(C(OCOC)(C(F)(F)F)C(F)(F)F)ccc1Oc1cccc(CO)c1, c1ccc(P(c2ccccc2)c2ccccc2)cc1. Yields the product CCCc1cc(C(OCOC)(C(F)(F)F)C(F)(F)F)ccc1Oc1cccc(CBr)c1. As a reaction SMILES: [C:51]([Br:52])([Br:53])([Br:54])[Br:55].[CH2:56]([Cl:57])[Cl:58].[F:1][C:2]([C:3]([C:4]([F:5])([F:6])[F:7])([O:8][CH2:9][O:10][CH3:11])[c:12]1[cH:13][c:14]([CH2:27][CH2:28][CH3:29])[c:15]([O:16][c:17]2[cH:18][c:19]([CH2:23][OH:24])[cH:20][cH:21][cH:22]2)[cH:25][cH:26]1)([F:30])[F:31].[c:32]1([P:33]([c:34]2[cH:35][cH:36][cH:37][cH:38][cH:39]2)[c:40]2[cH:41][cH:42][cH:43][cH:44][cH:45]2)[cH:46][cH:47][cH:48][cH:49][cH:50]1>>[F:1][C:2]([C:3]([C:4]([F:5])([F:6])[F:7])([O:8][CH2:9][O:10][CH3:11])[c:12]1[cH:13][c:14]([CH2:27][CH2:28][CH3:29])[c:15]([O:16][c:17]2[cH:18][c:19]([CH2:23][Br:52])[cH:20][cH:21][cH:22]2)[cH:25][cH:26]1)([F:30])[F:31]. Starting materials: C(C1=CC=CC=C1)OC(=O)NC(C(=O)N[C@H]1C(N(C2=C(CC1)C=CC=C2)CC2=CC=C(C=C2)C2=C(C=CC=C2)CN)=O)(C)C (2-benzyloxycarbonylamino-2-methyl- N-[2,3,4,5-tetrahydro-2-oxo-1-[[2'-(aminomethyl)[1,1'-biphenyl]-4-yl]methyl]-1H-benzazepin-3(R)-yl]propanamide), FC(C(=O)[O-])(F)F (trifluoroacetate), C(C1=CC=CC=C1)N=C=O (benzyl isocyanate), C44H45N5O5. Yields the product C(C1=CC=CC=C1)OC(=O)NC(C(=O)N[C@H]1C(N(C2=C(CC1)C=CC=C2)CC2=CC=C(C=C2)C2=C(C=CC=C2)CNC(=O)NCC2=CC=CC=C2)=O)(C)C (2-Benzyloxycarbonylamino-2-methyl- N-[2,3,4,5-tetrahydro-1-[[2'-[[[(benzylamino)carbonyl]amino]methyl][1,1'-biphenyl]-4-yl]methyl]-2-oxo-1H-benzazepin-3(R)-yl]propanamide). RXN SMILES: [CH2:1]([O:8][C:9]([NH:11][C:12]([CH3:44])([CH3:43])[C:13]([NH:15][C@@H:16]1[CH2:22][CH2:21][C:20]2[CH:23]=[CH:24][CH:25]=[CH:26][C:19]=2[N:18]([CH2:27][C:28]2[CH:33]=[CH:32][C:31]([C:34]3[CH:39]=[CH:38][CH:37]=[CH:36][C:35]=3[CH2:40][NH2:41])=[CH:30][CH:29]=2)[C:17]1=[O:42])=[O:14])=[O:10])[C:2]1[CH:7]=[CH:6][CH:5]=[CH:4][CH:3]=1.FC(F)(F)C([O-])=O.[CH2:52]([N:59]=[C:60]=[O:61])[C:53]1[CH:58]=[CH:57][CH:56]=[CH:55][CH:54]=1>>[CH2:1]([O:8][C:9]([NH:11][C:12]([CH3:44])([CH3:43])[C:13]([NH:15][C@@H:16]1[CH2:22][CH2:21][C:20]2[CH:23]=[CH:24][CH:25]=[CH:26][C:19]=2[N:18]([CH2:27][C:28]2[CH:29]=[CH:30][C:31]([C:34]3[CH:39]=[CH:38][CH:37]=[CH:36][C:35]=3[CH2:40][NH:41][C:60]([NH:59][CH2:52][C:53]3[CH:58]=[CH:57][CH:56]=[CH:55][CH:54]=3)=[O:61])=[CH:32][CH:33]=2)[C:17]1=[O:42])=[O:14])=[O:10])[C:2]1[CH:7]=[CH:6][CH:5]=[CH:4][CH:3]=1. Procedure: Prepared from 2-benzyloxycarbonylamino-2-methyl- N-[2,3,4,5-tetrahydro-2-oxo-1-[[2'-(aminomethyl)[1,1'-biphenyl]-4-yl]methyl]-1H-benzazepin-3(R)-yl]propanamide, trifluoroacetate (Example 36, Step A) and benzyl isocyanate according to the procedure described in Example 37, Step A. 1H NMR (200 MHz, CD3OD): δ 1.38 (s, 6H), 1.82 (m, 1H), 2.15-2.55 (m, 3H), 4.14 (s, 2H), 4.24 (s, 2H), 4.32 (m, 1H), 4.85 (d, 15 Hz, 1H), 5.00 (s, 2H), 5.32 (d, 15 Hz, 1H), 7.05-7.42 (m, 22H). FAB-MS: calculated for C44H... Starting materials: C[O-].[Na+] (sodium methylate), Cl.C(C)(=N)N (acetamidine hydrochloride), C(C)OC(CC(C(C)(C)C)=O)=O (pivaloylacetic acid ethyl ester). Run in CO (methanol). The product is CC1=NC(=CC(=N1)O)C(C)(C)C (2-methyl-4-hydroxy-6-tert.-butyl-pyrimidine). The yield is 63.2%. As a reaction SMILES: C[O-].[Na+].Cl.[C:5]([NH2:8])(=[NH:7])[CH3:6].C([O:11][C:12](=O)[CH2:13][C:14](=O)[C:15]([CH3:18])([CH3:17])[CH3:16])C>CO>[CH3:6][C:5]1[N:8]=[C:12]([OH:11])[CH:13]=[C:14]([C:15]([CH3:18])([CH3:17])[CH3:16])[N:7]=1 |f:0.1,2.3|. Procedure details: A suspension of 21.6 g (0.4 mol) of sodium methylate, 19.4 g (0.2 mol) of acetamidine hydrochloride, 34.4 g (0.2 mol) of pivaloylacetic acid ethyl ester and 100 ml of methanol was heated for 10 hours under reflux and then evaporated, and the residue was taken up in 350 ml of water. Concentrated hydrochloric acid was added to the aqueous solution, while cooling with ice, to a pH of about 6, and the mixture was then extracted twice with 200 ml of methylene chloride each time. The combined methylen... Yields the product C(#N)C1=CC(=C(C=C1)C1C(=C(NC=2C=CNC(C12)=O)C)C(=O)OCCC#N)OC (2-Cyanoethyl 4-(4-cyano-2-methoxyphenyl)-2-methyl-5-oxo-1,4,5,6-tetrahydro-1,6-naphthyridine-3-carboxylate). Run at time 3 day. Starting materials: C(=O)C1=C(C=C(C#N)C=C1)OC (4-Formyl-3-methoxybenzonitrile), NC1=CC(NC=C1)=O (4-aminopyridin-2(1H)-one), O=C(CC(=O)OCCC#N)C (2-cyanoethyl 3-oxobutanoate). Solvent: C(C)(C)O (isopropanol). Reaction SMILES: [CH:1]([C:3]1[CH:10]=[CH:9][C:6]([C:7]#[N:8])=[CH:5][C:4]=1[O:11][CH3:12])=O.[NH2:13][C:14]1[CH:19]=[CH:18][NH:17][C:16](=[O:20])[CH:15]=1.O=[C:22]([CH3:31])[CH2:23][C:24]([O:26][CH2:27][CH2:28][C:29]#[N:30])=[O:25]>C(O)(C)C>[C:7]([C:6]1[CH:9]=[CH:10][C:3]([CH:1]2[C:15]3[C:16](=[O:20])[NH:17][CH:18]=[CH:19][C:14]=3[NH:13][C:22]([CH3:31])=[C:23]2[C:24]([O:26][CH2:27][CH2:28][C:29]#[N:30])=[O:25])=[C:4]([O:11][CH3:12])[CH:5]=1)#[N:8]. Reported procedure: 14.63 g (90.81 mmol) of the compound from Example 10A, 10.00 g (90.81 mmol) of 4-aminopyridin-2(1H)-one [Searls, T., McLaughlin, L. W., Tetrahedron 55, 11985-11996 (1999)] and 15.65 g (90.81 mmol) of 2-cyanoethyl 3-oxobutanoate [Yamamoto, T., et al., Bioorg. Med. Chem. Lett. 16, 798-802 (2006)] are dissolved in 300 ml of isopropanol and stirred at the reflux temperature under argon for 3 days. The mixture is then concentrated and subsequently purified by column chromatography (silica gel; mobile... The reactants are C(CCCCCCCCCCCCCCC)NC1=CC=C(C=C1)CC(=O)N (2-(4-hexadecylaminophenyl)acetamide). Solvent: C1=CC=CC=C1 (benzene). The product is C(CCCCCCCCCCCCCCC)NC1=CC=C(C=C1)CC#N ((4-hexadecylaminophenyl)acetonitrile). RXN SMILES: [CH2:1]([NH:17][C:18]1[CH:23]=[CH:22][C:21]([CH2:24][C:25]([NH2:27])=O)=[CH:20][CH:19]=1)[CH2:2][CH2:3][CH2:4][CH2:5][CH2:6][CH2:7][CH2:8][CH2:9][CH2:10][CH2:11][CH2:12][CH2:13][CH2:14][CH2:15][CH3:16]>C1C=CC=CC=1>[CH2:1]([NH:17][C:18]1[CH:23]=[CH:22][C:21]([CH2:24][C:25]#[N:27])=[CH:20][CH:19]=1)[CH2:2][CH2:3][CH2:4][CH2:5][CH2:6][CH2:7][CH2:8][CH2:9][CH2:10][CH2:11][CH2:12][CH2:13][CH2:14][CH2:15][CH3:16]. Procedure: A solution of 2-(4-hexadecylaminophenyl)acetamide in benzene is cooled to 10° and a stream of dry hydrogen chloride gas is bubbled in. After one-half hour an excess of thionyl chloride is added and the reaction is heated to reflux for five hours. The reaction is then cooled in ice and poured into a slurry of ice and water. Cold 50% aqueous potassium hydroxide is slowly added until the mixture is basic to litmus. The layers are then separated and the aqueous portion is extracted with more benzene...